Dataset: the Open Reaction Database (ORD), a public repository of structured organic reaction records. Task: describe an organic reaction: reactants, conditions, products, and yield Reactants: product, C(C1=CC=CC=C1)(=O)C1=C(C=CC=C1)N(CCCN1C(C2=CC=CC=C2C1=O)=O)C1=NC=CC=C1[N+](=O)[O-] (2-[3-[(2-benzoylphenyl)(3-nitro-2-pyridinyl)amino]propyl]-1H-isoindole-1,3-(2H)dione), O.NN (hydrazine hydrate). Product: NCCCN(C1=C(C=CC=C1)C(=O)C1=CC=CC=C1)C1=NC=CC=C1[N+](=O)[O-] ([2-[(3-Aminopropyl)(3-nitro-2-pyridinyl)amino]phenyl]phenylmethanone). RXN SMILES: [C:1]([C:9]1[CH:14]=[CH:13][CH:12]=[CH:11][C:10]=1[N:15]([C:30]1[C:35]([N+:36]([O-:38])=[O:37])=[CH:34][CH:33]=[CH:32][N:31]=1)[CH2:16][CH2:17][CH2:18][N:19]1C(=O)C2C(=CC=CC=2)C1=O)(=[O:8])[C:2]1[CH:7]=[CH:6][CH:5]=[CH:4][CH:3]=1.O.NN>>[NH2:19][CH2:18][CH2:17][CH2:16][N:15]([C:30]1[C:35]([N+:36]([O-:38])=[O:37])=[CH:34][CH:33]=[CH:32][N:31]=1)[C:10]1[CH:11]=[CH:12][CH:13]=[CH:14][C:9]=1[C:1]([C:2]1[CH:7]=[CH:6][CH:5]=[CH:4][CH:3]=1)=[O:8] |f:1.2|. Reported procedure: Alternately, the product of Example 10, 2-[3-[(2-benzoylphenyl)(3-nitro-2-pyridinyl)amino]propyl]-1H-isoindole-1,3-(2H)dione is reacted with alcoholic hydrazine hydrate and acid to give the title compound. The reactants are C(C1=CC=CC=C1)N(O)CC1=CC=CC=C1 (N,N-dibenzylhydroxylamine), C(C=C)(=O)OC (methyl acrylate), CC(C)([O-])C.[K+] (potassium-tert-butoxide). The solvent is O1CCCC1 (tetrahydrofuran). Product: COC(CCON(CC1=CC=CC=C1)CC1=CC=CC=C1)=O (Methyl-3-[N,N-dibenzylaminoxy]propanoate). RXN SMILES: [CH2:1]([N:8]([CH2:10][C:11]1[CH:16]=[CH:15][CH:14]=[CH:13][CH:12]=1)[OH:9])[C:2]1[CH:7]=[CH:6][CH:5]=[CH:4][CH:3]=1.[C:17]([O:21][CH3:22])(=[O:20])[CH:18]=[CH2:19].CC(C)([O-])C.[K+]>O1CCCC1>[CH3:22][O:21][C:17](=[O:20])[CH2:18][CH2:19][O:9][N:8]([CH2:1][C:2]1[CH:3]=[CH:4][CH:5]=[CH:6][CH:7]=1)[CH2:10][C:11]1[CH:16]=[CH:15][CH:14]=[CH:13][CH:12]=1 |f:2.3|. Reported procedure: A solution of 42.6 g of N,N-dibenzylhydroxylamine, 25.8 g of methyl acrylate and 2.0 g of potassium-tert-butoxide in 200 ml of tetrahydrofuran is heated under reflux for 12 hours under N2. The crude reaction mixture is concentrated under reduced pressure and the residue is partitioned between water and ether. The orcanic layer is washed with water, saturated NaHSO4 solution and brine, dried (MgSO4) and then evaporated under reduced pressure to give the title compound as an oil. Reactants: C1(C=2C(C(N1CC1=CC=C(C(=O)OC(C)(C)C)C=C1)=O)=CC=CC2)=O (tert.butyl 4-phthalimidomethyl-benzoate). The solvent is FC(C(=O)O)(F)F (trifluoroacetic acid). Yields the product C1(C=2C(C(N1CC1=CC=C(C(=O)O)C=C1)=O)=CC=CC2)=O (4-phthalimidomethyl-benzoic acid). As a reaction SMILES: [C:1]1(=[O:25])[N:5]([CH2:6][C:7]2[CH:19]=[CH:18][C:10]([C:11]([O:13]C(C)(C)C)=[O:12])=[CH:9][CH:8]=2)[C:4](=[O:20])[C:3]2=[CH:21][CH:22]=[CH:23][CH:24]=[C:2]12>FC(F)(F)C(O)=O>[C:4]1(=[O:20])[N:5]([CH2:6][C:7]2[CH:19]=[CH:18][C:10]([C:11]([OH:13])=[O:12])=[CH:9][CH:8]=2)[C:1](=[O:25])[C:2]2=[CH:24][CH:23]=[CH:22][CH:21]=[C:3]12. Procedure details: 337 mg (1.0 mmol) of tert.butyl 4-phthalimidomethyl-benzoate are stirred in 3 ml of trifluoroacetic acid for 45 minutes at ambient temperature. Then the solvent is eliminated in vacuo. Reactants: C(C)[C@H](CO)COCC1=CC=CC=C1 (2-(R)-ethyl-3-benzyloxypropan-1-ol), S(=O)(=O)(C1=CC=C(C)C=C1)Cl (tosyl chloride), C(CC(O)(C(=O)O)CC(=O)O)(=O)O (citric acid), N1=CC=CC=C1 (pyridine). Reagents/catalysts: CN(C1=CC=NC=C1)C (4-dimethylaminopyridine). Solvent: ClCCl (dichloromethane). Reaction conditions: temperature 0 celsius. Product: C1(=CC=C(C=C1)S(=O)(=O)OC[C@H](COCC1=CC=CC=C1)CC)C (2-(S)-Ethyl-3-benzyloxypropyl p-toluenesulfonate). The yield is 63.8%. As a reaction SMILES: [CH2:1]([C@@H:3]([CH2:6][O:7][CH2:8][C:9]1[CH:14]=[CH:13][CH:12]=[CH:11][CH:10]=1)[CH2:4][OH:5])[CH3:2].[S:15](Cl)([C:18]1[CH:24]=[CH:23][C:21]([CH3:22])=[CH:20][CH:19]=1)(=[O:17])=[O:16].N1C=CC=CC=1.C(O)(=O)CC(CC(O)=O)(C(O)=O)O>CN(C)C1C=CN=CC=1.ClCCl>[C:21]1([CH3:22])[CH:23]=[CH:24][C:18]([S:15]([O:5][CH2:4][C@@H:3]([CH2:1][CH3:2])[CH2:6][O:7][CH2:8][C:9]2[CH:14]=[CH:13][CH:12]=[CH:11][CH:10]=2)(=[O:17])=[O:16])=[CH:19][CH:20]=1. Procedure details: 1.34 g (0.0069 mol) of 2-(R)-ethyl-3-benzyloxypropan-1-ol (XVIId-1), 12 ml of dichloromethane, 1.31 g (0.0069 mol) of tosyl chloride and 0.084 g (0.0007 mol) of 4-dimethylaminopyridine are introduced into a round-bottomed flask kept under an inert atmosphere. The mixture is cooled to 0° C. and then 0.89 ml (0.011 mol) of pyridine is added dropwise. After leaving overnight in a refrigerator, the mixture is hydrolyzed using a 10% aqueous citric acid solution. The phases are separated and the aqueo...